Dataset: the Open Reaction Database (ORD), a public repository of structured organic reaction records. Task: describe an organic reaction: reactants, conditions, products, and yield The reactants are OC=1C=C(CC2N(CCC3=CC(=C(C=C23)OC)OC)CC(=O)NCC2=CC=CC=C2)C=CC1OC (2-[1-(3-hydroxy-4-methoxy-benzyl)-6,7-dimethoxy-3,4-dihydro-1H-isoquinolin-2-yl]-N-benzyl-acetamide), C(C=C)Br (allyl bromide). Product: C(C=C)OC=1C=C(CC2N(CCC3=CC(=C(C=C23)OC)OC)CC(=O)NCC2=CC=CC=C2)C=CC1OC (2-[1-(3-allyloxy-4-methoxy-benzyl)-6,7-dimethoxy-3,4-dihydro-1H-isoquinolin-2-yl]-N-benzyl-acetamide). As a reaction SMILES: [OH:1][C:2]1[CH:3]=[C:4]([CH:31]=[CH:32][C:33]=1[O:34][CH3:35])[CH2:5][CH:6]1[C:15]2[C:10](=[CH:11][C:12]([O:18][CH3:19])=[C:13]([O:16][CH3:17])[CH:14]=2)[CH2:9][CH2:8][N:7]1[CH2:20][C:21]([NH:23][CH2:24][C:25]1[CH:30]=[CH:29][CH:28]=[CH:27][CH:26]=1)=[O:22].[CH2:36](Br)[CH:37]=[CH2:38]>>[CH2:38]([O:1][C:2]1[CH:3]=[C:4]([CH:31]=[CH:32][C:33]=1[O:34][CH3:35])[CH2:5][CH:6]1[C:15]2[C:10](=[CH:11][C:12]([O:18][CH3:19])=[C:13]([O:16][CH3:17])[CH:14]=2)[CH2:9][CH2:8][N:7]1[CH2:20][C:21]([NH:23][CH2:24][C:25]1[CH:30]=[CH:29][CH:28]=[CH:27][CH:26]=1)=[O:22])[CH:37]=[CH2:36]. Procedure: prepared by reaction of 2-[1-(3-hydroxy-4-methoxy-benzyl)-6,7-dimethoxy-3,4-dihydro-1H-isoquinolin-2-yl]-N-benzyl-acetamide with allyl bromide Yields the product Cl.FC1=CC=C(C=C1)CN1N=CC(=C1)CN(C(=O)C1CCCC2=C(C=CC=C12)O)C=1C=[N+](C(=CC1)C(C)C)[O-] (N-({1-[(4-fluorophenyl)methyl]pyrazol-4-yl}methyl)-5-hydroxy-N-(6-isopropyl-1-oxidopyridin-3-yl)-1,2,3,4-tetrahydronaphthalene-1-carboxamide hydrochloride). Run in C(Cl)(Cl)Cl (chloroform). Yield: 21.4%. Reaction SMILES: [F:1][C:2]1[CH:7]=[CH:6][C:5]([CH2:8][N:9]2[CH:13]=[C:12]([CH2:14][N:15]([C:29]3[CH:30]=[N:31][C:32]([CH:35]([CH3:37])[CH3:36])=[CH:33][CH:34]=3)[C:16]([CH:18]3[C:27]4[C:22](=[C:23]([OH:28])[CH:24]=[CH:25][CH:26]=4)[CH2:21][CH2:20][CH2:19]3)=[O:17])[CH:11]=[N:10]2)=[CH:4][CH:3]=1.[Cl:38]C1C=CC=C(C(OO)=[O:46])C=1>C(Cl)(Cl)Cl>[ClH:38].[F:1][C:2]1[CH:7]=[CH:6][C:5]([CH2:8][N:9]2[CH:13]=[C:12]([CH2:14][N:15]([C:29]3[CH:30]=[N+:31]([O-:46])[C:32]([CH:35]([CH3:37])[CH3:36])=[CH:33][CH:34]=3)[C:16]([CH:18]3[C:27]4[C:22](=[C:23]([OH:28])[CH:24]=[CH:25][CH:26]=4)[CH2:21][CH2:20][CH2:19]3)=[O:17])[CH:11]=[N:10]2)=[CH:4][CH:3]=1 |f:3.4|. Run at time 2 hour. Procedure: To a solution of N-({1-[(4-fluorophenyl)methyl]pyrazol-4-yl}methyl)-5-hydroxy-N-(6-isopropylpyridin-3-yl)-1,2,3,4-tetrahydronaphthalene-1-carboxamide (0.55 g) in chloroform (10 mL) was added m-chloroperbenzoic acid (0.29 g), and the mixture was stirred at room temperature for 2 hr. The reaction mixture was partitioned between water and chloroform. The organic layer was washed with saturated brine and dried over anhydrous magnesium sulfate. The solvent was evaporated and the residue was purified ... Reactants: FC1=CC=C(C=C1)CN1N=CC(=C1)CN(C(=O)C1CCCC2=C(C=CC=C12)O)C=1C=NC(=CC1)C(C)C (N-({1-[(4-fluorophenyl)methyl]pyrazol-4-yl}methyl)-5-hydroxy-N-(6-isopropylpyridin-3-yl)-1,2,3,4-tetrahydronaphthalene-1-carboxamide), ClC1=CC(=CC=C1)C(=O)OO (m-chloroperbenzoic acid). Starting materials: C1CCOC1, N, N#Cc1cccc(-c2ccc(CS(=O)(=O)Cc3n[nH]c(=O)[nH]3)cc2)c1. The product is NCc1cccc(-c2ccc(CS(=O)(=O)Cc3n[nH]c(=O)[nH]3)cc2)c1. RXN SMILES: [CH2:27]1[O:28][CH2:29][CH2:30][CH2:31]1.[NH3:26].[O:1]=[c:2]1[nH:3][c:4]([CH2:7][S:8](=[O:9])(=[O:10])[CH2:11][c:12]2[cH:13][cH:14][c:15](-[c:18]3[cH:19][c:20]([C:24]#[N:25])[cH:21][cH:22][cH:23]3)[cH:16][cH:17]2)[n:5][nH:6]1>>[O:1]=[c:2]1[nH:3][c:4]([CH2:7][S:8](=[O:9])(=[O:10])[CH2:11][c:12]2[cH:13][cH:14][c:15](-[c:18]3[cH:19][c:20]([CH2:24][NH2:25])[cH:21][cH:22][cH:23]3)[cH:16][cH:17]2)[n:5][nH:6]1. Reactants: ClCCOC1=CC=CC=C1 (p-chloroethoxybenzene), [Mg] (magnesium), C1CCOC1 (THF), COCCC[Si@@H]1CC[C@H](CC1)CC[C@@H]1CC[C@H](CC1)C1=CC=C(C=C1)Cl (4-(trans-4-(2-(trans-4-(3-methoxypropyl)-4-silacyclohexyl)ethyl)cyclohexyl)phenyl chloride). The reagents and catalysts are Cl[Ni]1([P](CCC[P](C2=CC=CC=C2)1C3=CC=CC=C3)(C4=CC=CC=C4)C5=CC=CC=C5)Cl ([1,3-bis(diphenylphosphino)propane]nickel (II) chloride). Solvent: C(C)OCC (diethyl ether). Product: C(CCCC)[Si@@H]1CC[C@H](CC1)CC[C@@H]1CC[C@H](CC1)C1=CC=C(C=C1)C1=CC=C(C=C1)OCC (4-(trans-4-(2-(trans-4-n-pentyl-4-silacyclohexyl)ethyl)cyclohexyl)-4'-ethoxybiphenyl). The yield is 67.5%. Reaction SMILES: Cl[CH2:2][CH2:3][O:4][C:5]1[CH:10]=[CH:9][CH:8]=[CH:7][CH:6]=1.[Mg].[CH2:12]1COC[CH2:13]1.CO[CH2:19][CH2:20][CH2:21][Si@H:22]1[CH2:27][CH2:26][C@H:25]([CH2:28][CH2:29][C@H:30]2[CH2:35][CH2:34][C@H:33]([C:36]3[CH:41]=[CH:40][C:39](Cl)=[CH:38][CH:37]=3)[CH2:32][CH2:31]2)[CH2:24][CH2:23]1>Cl[Ni]1(Cl)[P](C2C=CC=CC=2)(C2C=CC=CC=2)CCC[P]1(C1C=CC=CC=1)C1C=CC=CC=1.C(OCC)C>[CH2:21]([Si@H:22]1[CH2:27][CH2:26][C@H:25]([CH2:28][CH2:29][C@H:30]2[CH2:35][CH2:34][C@H:33]([C:36]3[CH:41]=[CH:40][C:39]([C:8]4[CH:9]=[CH:10][C:5]([O:4][CH2:3][CH3:2])=[CH:6][CH:7]=4)=[CH:38][CH:37]=3)[CH2:32][CH2:31]2)[CH2:24][CH2:23]1)[CH2:20][CH2:19][CH2:12][CH3:13] |^1:45,61|. Reported procedure: 15.7 g (0.1 mol) of p-chloroethoxybenzene was dripped into a mixture of 2.5 g (0.11 mol) of magnesium and 100 ml of THF to obtain a Grignard's reagent. This solution was then dripped into a 100 ml diethyl ether solution of 0.5 g of [1,3-bis(diphenylphosphino)propane]nickel (II) chloride and 31.5 g (0.1 mol) of 4-(trans-4-(2-(trans-4-(3-methoxypropyl)-4-silacyclohexyl)ethyl)cyclohexyl)phenyl chloride. After a conventional after treatment, purification was conducted by means of chromatography to o... Reactants: C1(=CC=CC=C1)C=1NC=2C=CC=C3C2C1CCNC3=O (2-Phenyl-3,4,5,6-tetrahydro-1H-azepino[5,4,3-cd]indol-6-one), COC=1C=CC(=CC1)P2(=S)SP(=S)(S2)C=3C=CC(=CC3)OC (Lawesson's reagent). Solvent: O (water), C1(=CC=CC=C1)C (toluene). The product is C1(=CC=CC=C1)C=1NC=2C=CC=C3C2C1CCNC3=S (2-Phenyl-1,3,4,5-tetrahydro-azepino[5,4,3-cd]indole-6-thione). The yield is 68.7%. Reaction SMILES: [C:1]1([C:7]2[NH:8][C:9]3[CH:10]=[CH:11][CH:12]=[C:13]4[C:19](=O)[NH:18][CH2:17][CH2:16][C:15]=2[C:14]=34)[CH:6]=[CH:5][CH:4]=[CH:3][CH:2]=1.COC1C=CC(P2(SP(C3C=CC(OC)=CC=3)(=S)S2)=[S:30])=CC=1>C1(C)C=CC=CC=1.O>[C:1]1([C:7]2[NH:8][C:9]3[CH:10]=[CH:11][CH:12]=[C:13]4[C:19](=[S:30])[NH:18][CH2:17][CH2:16][C:15]=2[C:14]=34)[CH:6]=[CH:5][CH:4]=[CH:3][CH:2]=1. Procedure: Compound 12 (48.6 mg, 0.18 mmol) in toluene (2 mL) was treated with Lawesson's reagent (75 mg, 0.18 mmol) at room temperature. The solution was heated at reflux for 2 h, then allowed to cool to room temperature and diluted with water. The mixture was extracted with EtOAc (3×5 mL). The organic solution was washed with water and brine, dried (Na2SO4), filtered, and concentrated. The crude product was crystallized (CH2Cl2/hexanes) to give the thioamide 34.4 mg (68%) as a yellow solid. mp 223-226° C... The reactants are C(C1=CC=CC=C1)OC=1C=C(N)C=CC1 (3-benzyloxy aniline), N#CN (cyanamide). Run in Cl (HCl), O1CCOCC1 (dioxane). Run at temperature 120 celsius. The product is C(C1=CC=CC=C1)OC=1C=C(C=CC1)NC(=N)N (N-(3-Benzyloxy-phenyl)-guanidine). Isolated yield 37.3%. Reaction SMILES: [CH2:1]([O:8][C:9]1[CH:10]=[C:11]([CH:13]=[CH:14][CH:15]=1)[NH2:12])[C:2]1[CH:7]=[CH:6][CH:5]=[CH:4][CH:3]=1.[N:16]#[C:17][NH2:18]>Cl.O1CCOCC1>[CH2:1]([O:8][C:9]1[CH:10]=[C:11]([NH:12][C:17]([NH2:18])=[NH:16])[CH:13]=[CH:14][CH:15]=1)[C:2]1[CH:3]=[CH:4][CH:5]=[CH:6][CH:7]=1. Procedure: 3-benzyloxy aniline (1 g, 5 mmol) and cyanamide (420 mg, 10 mmol) were dissolved in 4 mL of 4N HCl in dioxane and heated to 120° C. overnight. The reaction mixture was cooled to room temperature, quenched with water, and extracted with diethyl ether. The aqueous layer was made basic with 2N NaOH and extracted thrice with dichloromethane. The organic extracts were combined and washed with brine, dried over MgSO4, and concentrated to afford 4 (450 mg) as a light brown solid. Reactants: O=C(n1ccnc1)n1ccnc1, CN(C)C=O, CC(C)n1cc2c3c(cccc31)C1CC(C(=O)O)CN(C)C1C2, NC1CCC(N)CC1. Product: CC(C)n1cc2c3c(cccc31)C1CC(C(=O)NC3CCC(N)CC3)CN(C)C1C2. As a reaction SMILES: [C:24]([n:25]1[cH:26][cH:27][n:28][cH:29]1)([n:30]1[cH:31][cH:32][n:33][cH:34]1)=[O:35].[CH3:44][N:45]([CH3:46])[CH:47]=[O:48].[CH:1]([CH3:2])([CH3:3])[n:4]1[cH:5][c:6]2[c:19]3[c:14]([cH:15][cH:16][cH:17][c:18]13)[CH:13]1[CH:8]([CH2:7]2)[N:9]([CH3:23])[CH2:10][CH:11]([C:20](=[O:21])[OH:22])[CH2:12]1.[NH2:36][CH:37]1[CH2:38][CH2:39][CH:40]([NH2:43])[CH2:41][CH2:42]1>>[CH:1]([CH3:2])([CH3:3])[n:4]1[cH:5][c:6]2[c:19]3[c:14]([cH:15][cH:16][cH:17][c:18]13)[CH:13]1[CH:8]([CH2:7]2)[N:9]([CH3:23])[CH2:10][CH:11]([C:20](=[O:21])[NH:43][CH:40]2[CH2:39][CH2:38][CH:37]([NH2:36])[CH2:42][CH2:41]2)[CH2:12]1. Reactants: C(CC(C)O)O (1,3-butandiol), S(=O)(=O)(C1=CC=C(C)C=C1)Cl (TsCl). The solvent is C(Cl)Cl (CH2Cl2), CH2Cl3. Conditions: temperature 0 celsius, time 8 hour. The product is S(=O)(=O)(C1=CC=C(C)C=C1)CCC(C)O (4-tosylbutan-2-ol). Isolated yield 51.3%. As a reaction SMILES: [CH2:1](O)[CH2:2][CH:3]([OH:5])[CH3:4].[S:7](Cl)([C:10]1[CH:16]=[CH:15][C:13]([CH3:14])=[CH:12][CH:11]=1)(=[O:9])=[O:8]>C(Cl)Cl>[S:7]([CH2:1][CH2:2][CH:3]([OH:5])[CH3:4])([C:10]1[CH:16]=[CH:15][C:13]([CH3:14])=[CH:12][CH:11]=1)(=[O:9])=[O:8]. Reported procedure: To a mixture of 1,3-butandiol (1.0 g, 11.1 mmol), Et3 3N (1.6 mL, 11.5 mmol) in CH2Cl2 (10 mL) at 0° C. was added dropwise a solution of TsCl(2.12 g, 11.1 mmol) in CH2Cl3 (5 mL). The resulting mixture was stirred at 0° C. and warmed gradually to room temperature, then kept at room temperature for overnight. It was transferred into a separatory funnel and washed with H2O (3×20 mL). The organic layer was dried (MgSO4), filtered. The filtrate was concentrated in vacuo. The residue was purified on c...